This data is from the Open Reaction Database (ORD), a public repository of structured organic reaction records. The task is: describe an organic reaction: reactants, conditions, products, and yield Starting materials: [OH-].[Na+] (sodium hydroxide), C(C)(C)(C)OC(=O)N[C@@]1([C@@H]2[C@H]([C@@H]2C(C1)=O)C(=O)OC(C)(C)C)C(=O)OC(C)(C)C (ditert-butyl (1S,2S,5R,6R)-2-(tert-butoxycarbonylamino)-4-oxo-bicyclo[3.1.0]hexane-2,6-dicarboxylate). Run in O1CCCC1 (tetrahydrofuran), C(C)O (ethanol). Conditions: temperature 60 celsius, time 8 hour. Product: C(C)(C)(C)OC(=O)N[C@@]1([C@H]2[C@H]([C@@H]2C(C1)=O)C(=O)O)C(=O)O ((1R,2S,5R,6R)-2-(tert-Butoxycarbonylamino)-4-oxo-bicyclo[3.1.0]hexane-2,6-dicarboxylic acid). Isolated yield 96.3%. Reaction SMILES: [OH-].[Na+].[C:3]([O:7][C:8]([NH:10][C@@:11]1([C:25]([O:27]C(C)(C)C)=[O:26])[CH2:16][C:15](=[O:17])[C@@H:14]2[C@H:12]1[C@H:13]2[C:18]([O:20]C(C)(C)C)=[O:19])=[O:9])([CH3:6])([CH3:5])[CH3:4]>O1CCCC1.C(O)C>[C:3]([O:7][C:8]([NH:10][C@@:11]1([C:25]([OH:27])=[O:26])[CH2:16][C:15](=[O:17])[C@@H:14]2[C@@H:12]1[C@H:13]2[C:18]([OH:20])=[O:19])=[O:9])([CH3:6])([CH3:4])[CH3:5] |f:0.1|. Reported procedure: Add 2.5M sodium hydroxide (15.55 mL, 38.88 mmol) to a stirred solution of the ditert-butyl (1S,2S,5R,6R)-2-(tert-butoxycarbonylamino)-4-oxo-bicyclo[3.1.0]hexane-2,6-dicarboxylate (2.0 g, 4.86 mmol) in tetrahydrofuran (24.3 mL) and ethanol (9.72 mL). Heat the reaction mixture to 60° C. and maintain stirring overnight. Continue heating for 4 hours then wash with ethyl acetate. Cool the aqueous phase in an ice bath and acidify to pH=2-3 with 1N hydrochloric acid solution. Extract with ethyl acetate... Reactants: [BH4-], CCOC(=O)COc1ccc(CC(=O)Nc2cccc(C3CCC(C(C)(C)C)CC3)c2)cc1OC, CCO, [Cl-], [NH4+], [Na+]. The product is COc1cc(CC(=O)Nc2cccc(C3CCC(C(C)(C)C)CC3)c2)ccc1OCCO. Reaction SMILES: [BH4-:36].[C:1]([CH3:2])([CH3:3])([CH3:4])[CH:5]1[CH2:6][CH2:7][CH:8]([c:11]2[cH:12][c:13]([NH:17][C:18]([CH2:19][c:20]3[cH:21][c:22]([O:33][CH3:34])[c:23]([O:26][CH2:27][C:28](=[O:29])[O:30][CH2:31][CH3:32])[cH:24][cH:25]3)=[O:35])[cH:14][cH:15][cH:16]2)[CH2:9][CH2:10]1.[CH3:40][CH2:41][OH:42].[Cl-:38].[NH4+:39].[Na+:37]>>[C:1]([CH3:2])([CH3:3])([CH3:4])[CH:5]1[CH2:6][CH2:7][CH:8]([c:11]2[cH:12][c:13]([NH:17][C:18]([CH2:19][c:20]3[cH:21][c:22]([O:33][CH3:34])[c:23]([O:26][CH2:27][CH2:28][OH:29])[cH:24][cH:25]3)=[O:35])[cH:14][cH:15][cH:16]2)[CH2:9][CH2:10]1. Reactants: O=S(=O)(Cl)c1cc(F)c(Br)cc1F, Cc1cc(N)cc(C)c1S(=O)(=O)C[N+](=O)[O-], [K+], C1CCOC1, [OH-], O, c1ccncc1. Product: Cc1cc(NS(=O)(=O)c2cc(F)c(Br)cc2F)cc(C)c1S(=O)(=O)C[N+](=O)[O-]. RXN SMILES: [Br:9][c:10]1[cH:11][c:12]([F:21])[c:13]([S:17](=[O:18])(=[O:19])[Cl:20])[cH:14][c:15]1[F:16].[CH3:22][c:23]1[cH:24][c:25]([NH2:26])[cH:27][c:28]([CH3:37])[c:29]1[S:30](=[O:31])(=[O:32])[CH2:33][N+:34](=[O:35])[O-:36].[K+:8].[O:38]1[CH2:39][CH2:40][CH2:41][CH2:42]1.[OH-:7].[OH2:43].[cH:1]1[cH:2][cH:3][n:4][cH:5][cH:6]1>>[Br:9][c:10]1[cH:11][c:12]([F:21])[c:13]([S:17](=[O:18])(=[O:19])[NH:26][c:25]2[cH:24][c:23]([CH3:22])[c:29]([S:30](=[O:31])(=[O:32])[CH2:33][N+:34](=[O:35])[O-:36])[c:28]([CH3:37])[cH:27]2)[cH:14][c:15]1[F:16].